This data is from the Open Reaction Database (ORD), a public repository of structured organic reaction records. The task is: describe an organic reaction: reactants, conditions, products, and yield Reactants: NC1=C(C=CC=C1)C(=O)C1=CC=C(C=C1)Cl ((2-Amino-phenyl)-(4-chloro-phenyl)-methanone), C1CC(=O)N(C1=O)Br (NBS). Solvent: C(Cl)Cl (DCM). Run at time 8 hour. The product is NC1=C(C=C(C=C1)Br)C(=O)C1=CC=C(C=C1)Cl ((2-Amino-5-bromo-phenyl)-(4-chloro-phenyl)-methanone). As a reaction SMILES: [NH2:1][C:2]1[CH:7]=[CH:6][CH:5]=[CH:4][C:3]=1[C:8]([C:10]1[CH:15]=[CH:14][C:13]([Cl:16])=[CH:12][CH:11]=1)=[O:9].C1C(=O)N([Br:24])C(=O)C1>C(Cl)Cl>[NH2:1][C:2]1[CH:7]=[CH:6][C:5]([Br:24])=[CH:4][C:3]=1[C:8]([C:10]1[CH:15]=[CH:14][C:13]([Cl:16])=[CH:12][CH:11]=1)=[O:9]. Procedure details: To a solution of (2-Amino-phenyl)-(4-chloro-phenyl)-methanone (9.41 g, 0.04 mmol) dissolved in 150 mL DCM was added NBS (7.25 g, 0.04mol) at 0° C. The mixture is stirred at RT for overnight. The mixture is extracted with DCM, washed with NaHCO3, dried over NaSO4 and concentrated. This provides the desired compound. This is used without further purification.